From a dataset of the Open Reaction Database (ORD), a public repository of structured organic reaction records. describe an organic reaction: reactants, conditions, products, and yield The reactants are COC1=C(C=C2C=CN(C2=C1)S(=O)(=O)C1=CC=CC=C1)O (6-methoxy-1-(phenylsulfonyl)-1H-indol-5-ol), COC1=C(C=C2C=CN(C2=C1)S(=O)(=O)C1=CC=CC=C1)O (6-methoxy-1-(phenylsulfonyl)-1H-indol-5-ol), N(=NC(=O)N(C)C)C(=O)N(C)C (1,1′-azobis(N,N-dimethylformamide)), C1(=CC=CC=C1)P(C1=CC=CC=C1)C1=CC=CC=C1 (triphenylphosphine), OCCNC(OC(C)(C)C)=O (tert-butyl N-(2-hydroxy-ethyl)carbamate), C(=O)(C(F)(F)F)O (TFA). Solvent: C(Cl)Cl (DCM). Conditions: temperature 150 celsius, time 30 minute. Product: COC1=C(C=C2C=CN(C2=C1)S(=O)(=O)C1=CC=CC=C1)OCCN (2-{[6-Methoxy-1-(phenylsulfonyl)-1H-indol-5-yl]oxy}ethanamine). Yield: 110.7%. Reaction SMILES: [CH3:1][O:2][C:3]1[CH:11]=[C:10]2[C:6]([CH:7]=[CH:8][N:9]2[S:12]([C:15]2[CH:20]=[CH:19][CH:18]=[CH:17][CH:16]=2)(=[O:14])=[O:13])=[CH:5][C:4]=1[OH:21].N(C(N(C)C)=O)=NC(N(C)C)=O.C1(P(C2C=CC=CC=2)C2C=CC=CC=2)C=CC=CC=1.O[CH2:54][CH2:55][NH:56]C(=O)OC(C)(C)C.C(O)(C(F)(F)F)=O>C(Cl)Cl>[CH3:1][O:2][C:3]1[CH:11]=[C:10]2[C:6]([CH:7]=[CH:8][N:9]2[S:12]([C:15]2[CH:20]=[CH:19][CH:18]=[CH:17][CH:16]=2)(=[O:14])=[O:13])=[CH:5][C:4]=1[O:21][CH2:54][CH2:55][NH2:56]. Procedure: To 6-methoxy-1-(phenylsulfonyl)-1H-indol-5-ol (Intermediate 15, 2.0 g, 6.6 mmol), 1,1′-azobis(N,N-dimethylformamide) (2.3 g, 13 mmol), triphenylphosphine (3.5 g, 13 mmol), tert-butyl N-(2-hydroxy-ethyl)carbamate (2.1 g, 13 mmol) and DCM (40 mL) were added. The mixture was heated at 150° C. for 20 minutes in a microwave heater. The reaction mixture was allowed to cool to room temperature and TFA (30 mL) was added. The reaction mixture was allowed to stir at room temperature for 30 minutes. The so... The reactants are CCCCCCCCOC(=O)NC(=N)c1ccc(NCc2nc3cc(C(C)(NCC(=O)OCC)C(=O)N4CCCC4)ccc3n2C)cc1, CCO, [Na+], C1CCOC1, [OH-]. Yields the product CCCCCCCCOC(=O)NC(=N)c1ccc(NCc2nc3cc(C(C)(NCC(=O)O)C(=O)N4CCCC4)ccc3n2C)cc1. RXN SMILES: [CH2:1]([CH2:2][CH2:3][CH2:4][CH2:5][CH2:6][CH2:7][CH3:8])[O:9][C:10](=[O:11])[NH:12][C:13](=[NH:14])[c:15]1[cH:16][cH:17][c:18]([NH:21][CH2:22][c:23]2[n:24][c:25]3[c:26]([n:27]2[CH3:28])[cH:29][cH:30][c:31]([C:33]([CH3:34])([C:35](=[O:36])[N:37]2[CH2:38][CH2:39][CH2:40][CH2:41]2)[NH:42][CH2:43][C:44](=[O:45])[O:46][CH2:47][CH3:48])[cH:32]3)[cH:19][cH:20]1.[CH3:56][CH2:57][OH:58].[Na+:50].[O:51]1[CH2:52][CH2:53][CH2:54][CH2:55]1.[OH-:49]>>[CH2:1]([CH2:2][CH2:3][CH2:4][CH2:5][CH2:6][CH2:7][CH3:8])[O:9][C:10](=[O:11])[NH:12][C:13](=[NH:14])[c:15]1[cH:16][cH:17][c:18]([NH:21][CH2:22][c:23]2[n:24][c:25]3[c:26]([n:27]2[CH3:28])[cH:29][cH:30][c:31]([C:33]([CH3:34])([C:35](=[O:36])[N:37]2[CH2:38][CH2:39][CH2:40][CH2:41]2)[NH:42][CH2:43][C:44](=[O:45])[OH:46])[cH:32]3)[cH:19][cH:20]1. The reactants are C(C)(C)(C)O (t-butanol), N1=CC=C(C=C1)CC#N (4-Pyridylacetonitrile), C(C)(C)(C)OC(N(C)C)N(C)C (tert-butoxybis(dimethylamino)methane), CNC (dimethylamine). The solvent is ClCCl.C(C)(=O)OCC (dichloromethane ethyl acetate). The product is CN(C)C=C1CC(=NC=C1)CC#N (4-[(Dimethylamino)methylene]pyridineacetonitrile). RXN SMILES: [N:1]1[CH:6]=[CH:5][C:4]([CH2:7]C#N)=[CH:3][CH:2]=1.C(OC([N:19]([CH3:21])[CH3:20])N(C)C)(C)(C)C.C[NH:23][CH3:24].[C:25](O)(C)(C)C>ClCCl.C(OCC)(=O)C>[CH3:21][N:19]([CH:7]=[C:4]1[CH:3]=[CH:2][N:1]=[C:6]([CH2:25][C:24]#[N:23])[CH2:5]1)[CH3:20] |f:4.5|. Reported procedure: 4-Pyridylacetonitrile 7.52 g (63.7 mmol) and tert-butoxybis(dimethylamino)methane 11.09 g (63.7 mmol) are stirred at 100° C. for 2 h. During this, liberated dimethylamine and t-butanol is discharged to the atmosphere by means of a vacuum pump through a gentle reduced pressure flow. Flash chromatography (dichloromethane/ethyl acetate 50:1->20:1) affords the title compound. Starting materials: BrB(Br)Br, COc1ccc2c(C(=O)NC(C)C)c(C)oc2c1. Yields the product Cc1oc2cc(O)ccc2c1C(=O)NC(C)C. RXN SMILES: [B:19]([Br:20])([Br:21])[Br:22].[CH:1]([CH3:2])([CH3:3])[NH:4][C:5](=[O:6])[c:7]1[c:8]([CH3:18])[o:9][c:10]2[c:11]1[cH:12][cH:13][c:14]([O:16][CH3:17])[cH:15]2>>[CH:1]([CH3:2])([CH3:3])[NH:4][C:5](=[O:6])[c:7]1[c:8]([CH3:18])[o:9][c:10]2[c:11]1[cH:12][cH:13][c:14]([OH:16])[cH:15]2.